Dataset: the Open Reaction Database (ORD), a public repository of structured organic reaction records. Task: describe an organic reaction: reactants, conditions, products, and yield Reactants: B, CO, O=C1CCC(NCc2cc(C(F)(F)F)cc(C(F)(F)F)c2)C(c2ccc(F)cc2)N1, C1CCOC1. Yields the product Fc1ccc(C2NCCCC2NCc2cc(C(F)(F)F)cc(C(F)(F)F)c2)cc1. RXN SMILES: [BH3:31].[CH3:32][OH:33].[F:1][C:2]([c:3]1[cH:4][c:5]([CH2:6][NH:7][CH:8]2[CH2:9][CH2:10][C:11](=[O:21])[NH:12][CH:13]2[c:14]2[cH:15][cH:16][c:17]([F:20])[cH:18][cH:19]2)[cH:22][c:23]([C:25]([F:26])([F:27])[F:28])[cH:24]1)([F:29])[F:30].[O:34]1[CH2:35][CH2:36][CH2:37][CH2:38]1>>[F:1][C:2]([c:3]1[cH:4][c:5]([CH2:6][NH:7][CH:8]2[CH2:9][CH2:10][CH2:11][NH:12][CH:13]2[c:14]2[cH:15][cH:16][c:17]([F:20])[cH:18][cH:19]2)[cH:22][c:23]([C:25]([F:26])([F:27])[F:28])[cH:24]1)([F:29])[F:30]. Reactants: OC1=C(C(=C(C(=C1CC(=C)C)C)NC=O)C)C (N-[4-hydroxy-2,3,6-trimethyl-5-(2-methyl-2-propenyl)phenyl]formamide), C([O-])([O-])=O.[Ca+2] (calcium carbonate), I(=O)(=O)Cl.I(=O)(=O)Cl.C(C1=CC=CC=C1)[N+](C)(C)C (benzyltrimethylammonium dichloroiodate). The solvent is O1CCCC1 (tetrahydrofuran), CO (methanol). Reaction conditions: time 10 minute. Yields the product ICC1(OC2=C(C1)C(=C(C(C2(C)C(C)C)C)NC=O)C)C (N-[2,3-Dihydro-2-(iodomethyl)-7-isopropyl-2,4,6,7-tetramethylbenzofuran-5-yl]formamide). Isolated yield 118.0%. Reaction SMILES: [OH:1][C:2]1[C:7]([CH2:8][C:9]([CH3:11])=[CH2:10])=[C:6]([CH3:12])[C:5]([NH:13][CH:14]=[O:15])=[C:4]([CH3:16])[C:3]=1[CH3:17].C(=O)([O-])[O-].[Ca+2].I(Cl)(=O)=O.[I:27](Cl)(=O)=O.[CH2:31]([N+](C)(C)C)[C:32]1[CH:37]=CC=CC=1>O1CCCC1.CO>[I:27][CH2:10][C:9]1([CH3:11])[CH2:8][C:7]2[C:6]([CH3:12])=[C:5]([NH:13][CH:14]=[O:15])[CH:4]([CH3:16])[C:3]([CH:32]([CH3:37])[CH3:31])([CH3:17])[C:2]=2[O:1]1 |f:1.2,3.4.5|. Reported procedure: To a suspension of N-[4-hydroxy-2,3,6-trimethyl-5-(2-methyl-2-propenyl)phenyl]formamide (187 g) and calcium carbonate (104 g) in tetrahydrofuran (600 mL) and methanol (600 mL) was added benzyltrimethylammonium dichloroiodate (307 g) slowly. The mixture was stirred for 10 minutes. The insoluble material was removed by filtration and the filtrate was concentrated in vacuo. To the residue was added ethyl acetate (800 mL) and water (400 mL). The organic layer was separated and the aqueous layer was ... The reactants are [N+](=O)([O-])C1=NC=C(C=C1)N1CCC(CC1)N1CCCCC1 (2-nitro-5-[4-(1-piperidyl)-1-piperidyl]pyridine), C(C)(C)N1CCN(CC1)C=1C=CC(=NC1)N (5-(4-isopropylpiperazin-1-yl)pyridin-2-amine), CN1CCN(CC1)C=1C=CC(=NC1)N (5-(4-methylpiperazin-1-yl)pyridin-2-amine). The product is C(C)(C)N1CCN(CC1)C=1C=NC(=CC1)[N+](=O)[O-] (1-isopropyl-4-(6-nitro-3-pyridyl)piperazine). RXN SMILES: [N+:1]([C:4]1[CH:9]=[CH:8][C:7]([N:10]2[CH2:15][CH2:14]C(N3CCCCC3)[CH2:12][CH2:11]2)=[CH:6][N:5]=1)([O-:3])=[O:2].[CH:22]([N:25]1CCN(C2C=CC(N)=NC=2)CC1)([CH3:24])[CH3:23].CN1CCN(C2C=CC(N)=NC=2)CC1>>[CH:22]([N:25]1[CH2:12][CH2:11][N:10]([C:7]2[CH:6]=[N:5][C:4]([N+:1]([O-:3])=[O:2])=[CH:9][CH:8]=2)[CH2:15][CH2:14]1)([CH3:24])[CH3:23]. Procedure details: 1-isopropyl-4-(6-nitro-3-pyridyl)piperazine was synthesized in a manner similar to that used in the synthesis of 2-nitro-5-[4-(1-piperidyl)-1-piperidyl]pyridine which was then converted to 5-(4-isopropylpiperazin-1-yl)pyridin-2-amine in a manner similar to that used in the synthesis of 5-(4-methylpiperazin-1-yl)pyridin-2-amine. 1H NMR (600 MHz, CHLOROFORM-d) δ ppm 1.06 (d, J=6.44 Hz, 6H) 2.59-2.75 (m, 5H) 2.97-3.10 (m, 4H) 4.13 (s, 2H) 6.45 (d, J=8.78 Hz, 1H) 7.15 (dd, J=9.08, 2.93 Hz, 1H) 7.76 ... Starting materials: C(C)(=O)N1C(C2=C(CC1)N=C(N2CC2=CC=C(C=C2)C2=C(C=CC=C2)C2=NN=NN2)CCCC)C(=O)OC (methyl 5-acetyl-2-n-butyl-3-[2'-(1H-tetrazol-5-yl)biphenyl-4-yl]methyl-4,5,6,7-tetrahydroimidazo[4,5-c]pyridine-4-carboxylate), [OH-].[Na+] (sodium hydroxide). The solvent is CO (methanol). Conditions: time 8 hour. Product: [Na+].[Na+].C(CCC)C1=NC2=C(C(N(CC2)C(C)=O)C(=O)[O-])N1CC1=CC=C(C=C1)C1=C(C=CC=C1)C1=NN=NN1.C(CCC)C1=NC2=C(C(N(CC2)C(C)=O)C(=O)[O-])N1CC1=CC=C(C=C1)C1=C(C=CC=C1)C1=NN=NN1 (2-n-butyl-5-acetyl-3-[2'-(1H-tetrazol-5-yl)biphenyl-4-yl]methyl-4,5,6,7-tetrahydroimidazo[4,5-c]pyridine-4-carboxylic acid disodium salt). Reaction SMILES: [C:1]([N:4]1[CH2:9][CH2:8][C:7]2[N:10]=[C:11]([CH2:31][CH2:32][CH2:33][CH3:34])[N:12]([CH2:13][C:14]3[CH:19]=[CH:18][C:17]([C:20]4[CH:25]=[CH:24][CH:23]=[CH:22][C:21]=4[C:26]4[NH:30][N:29]=[N:28][N:27]=4)=[CH:16][CH:15]=3)[C:6]=2[CH:5]1[C:35]([O:37]C)=[O:36])(=[O:3])[CH3:2].[OH-].[Na+:40]>CO>[Na+:40].[Na+:40].[CH2:31]([C:11]1[N:12]([CH2:13][C:14]2[CH:19]=[CH:18][C:17]([C:20]3[CH:25]=[CH:24][CH:23]=[CH:22][C:21]=3[C:26]3[NH:30][N:29]=[N:28][N:27]=3)=[CH:16][CH:15]=2)[C:6]2[CH:5]([C:35]([O-:37])=[O:36])[N:4]([C:1](=[O:3])[CH3:2])[CH2:9][CH2:8][C:7]=2[N:10]=1)[CH2:32][CH2:33][CH3:34].[CH2:31]([C:11]1[N:12]([CH2:13][C:14]2[CH:19]=[CH:18][C:17]([C:20]3[CH:25]=[CH:24][CH:23]=[CH:22][C:21]=3[C:26]3[NH:30][N:29]=[N:28][N:27]=3)=[CH:16][CH:15]=2)[C:6]2[CH:5]([C:35]([O-:37])=[O:36])[N:4]([C:1](=[O:3])[CH3:2])[CH2:9][CH2:8][C:7]=2[N:10]=1)[CH2:32][CH2:33][CH3:34] |f:1.2,4.5.6.7|. Procedure: A mixture of the compound obtained in Example 4 (142 mg), 1N aqueous sodium hydroxide solution (0.60 ml) and methanol (5 ml) is stirred at room temperature overnight, and evaporated under reduced pressure to remove the solvent. The resulting residue is purified by column chromatography of nonionic adsorbing resin (tradename; HP-20, manufactured by Mitsubishi Kasei Corporation, Japan), and lyophilized to give 2-n-butyl-5-acetyl-3-[2'-(1H-tetrazol-5-yl)biphenyl-4-yl]methyl-4,5,6,7-tetrahydroimidaz... Reactants: FC1=C(C=CC(=C1)SC)C1=CC=C(C=N1)OCC1CCN(CC1)C(=O)OC(C)C (1-methylethyl 4-[({6-[2-fluoro-4-(methylthio)phenyl]-3-pyridinyl}oxy)methyl]-1-piperidinecarboxylate), FC(C(C(F)(F)F)O)(F)F (1,1,1,3,3,3-hexafluoro-2-propanol), [O-]S(=O)[O-].[Na+].[Na+] (Na2SO3), CCOC(=O)C (EtOAc), OO (H2O2). Conditions: time 2 hour. Yields the product C(=O)(C(F)(F)F)O (TFA), FC1=C(C=CC(=C1)S(=O)C)C1=CC=C(C=N1)OCC1CCN(CC1)C(=O)OC(C)C ((±)-1-Methylethyl 4-[({6-[2-fluoro-4-(methylsulfinyl)phenyl]-3-pyridinyl}oxy)methyl]-1-piperidinecarboxylate). Isolated yield 48.0%. As a reaction SMILES: [F:1][C:2]1[CH:7]=[C:6]([S:8][CH3:9])[CH:5]=[CH:4][C:3]=1[C:10]1[N:15]=[CH:14][C:13]([O:16][CH2:17][CH:18]2[CH2:23][CH2:22][N:21]([C:24]([O:26][CH:27]([CH3:29])[CH3:28])=[O:25])[CH2:20][CH2:19]2)=[CH:12][CH:11]=1.OO.[O-:32]S([O-])=O.[Na+].[Na+].CCOC(C)=O.FC(F)(F)[CH:46]([OH:51])[C:47]([F:50])([F:49])[F:48]>>[C:46]([OH:51])([C:47]([F:50])([F:49])[F:48])=[O:16].[F:1][C:2]1[CH:7]=[C:6]([S:8]([CH3:9])=[O:32])[CH:5]=[CH:4][C:3]=1[C:10]1[N:15]=[CH:14][C:13]([O:16][CH2:17][CH:18]2[CH2:23][CH2:22][N:21]([C:24]([O:26][CH:27]([CH3:29])[CH3:28])=[O:25])[CH2:20][CH2:19]2)=[CH:12][CH:11]=1 |f:2.3.4|. Reported procedure: A mixture of 1-methylethyl 4-[({6-[2-fluoro-4-(methylthio)phenyl]-3-pyridinyl}oxy)methyl]-1-piperidinecarboxylate (50 mg, 0.12 mmol) in 1,1,1,3,3,3-hexafluoro-2-propanol (2 mL) was treated with 30% aqueous H2O2 (0.027 mL, 0.24 mmol) at ambient temperature. After 2 h, saturated aqueous Na2SO3 (5 mL) was added carefully and the mixture was stirred for 10 min. EtOAc (3 mL) was added, the organic layer was separated and dried over Na2SO4 and the solvent evaporated off. The crude product was purified... Reactants: CC1(C(NC2=CC(=C(C=C12)NC(C1=CC=C(C=C1)OC)=O)[N+](=O)[O-])=O)C (N-(3,3-dimethyl-6-nitro-2-oxo-2,3-dihydro-1H-indol-5-yl)-4-methoxy-benzamide), C(CC)N=C=O (propyl isocyanate). The solvent is C1(=CC=CC=C1)C (toluene). Run at temperature 150 celsius, time 900 second. Product: C(CC)NC(=O)N1C(C(C=2C=C3C(=CC12)N=C(N3)C3=CC=C(C=C3)OC)(C)C)=O (2-(4-Methoxy-phenyl)-7,7-dimethyl-6-oxo-6,7-dihydro-1H-imidazo[4,5-f]indole-5-carboxylic acid propylamide). RXN SMILES: [CH3:1][C:2]1([CH3:26])[C:10]2[C:5](=[CH:6][C:7]([N+:22]([O-])=O)=[C:8]([NH:11][C:12](=O)[C:13]3[CH:18]=[CH:17][C:16]([O:19][CH3:20])=[CH:15][CH:14]=3)[CH:9]=2)[NH:4][C:3]1=[O:25].[CH2:27]([N:30]=[C:31]=[O:32])[CH2:28][CH3:29]>C1(C)C=CC=CC=1>[CH2:27]([NH:30][C:31]([N:4]1[C:5]2[CH:6]=[C:7]3[N:22]=[C:12]([C:13]4[CH:18]=[CH:17][C:16]([O:19][CH3:20])=[CH:15][CH:14]=4)[NH:11][C:8]3=[CH:9][C:10]=2[C:2]([CH3:26])([CH3:1])[C:3]1=[O:25])=[O:32])[CH2:28][CH3:29]. Procedure details: A solution of N-(3,3-dimethyl-6-nitro-2-oxo-2,3-dihydro-1H-indol-5-yl)-4-methoxy-benzamide (200 mg) and propyl isocyanate (59 μl) in dry toluene (2 ml) is stirred in a microwave apparatus at 150° C. for 900 s. The resulting solid is collected by filtration, dissolved in acetic acid (3 ml) and iron (200 mg; powder) is added and the mixture is again stirred in a microwave apparatus at 150° C. for 900 s to achieve reduction of the nitro function and ring closure. The mixture is filtered and concent...